describe an organic reaction: reactants, conditions, products, and yield From a dataset of the Open Reaction Database (ORD), a public repository of structured organic reaction records. Starting materials: [N+](=O)([O-])C=1C=C(CN2CCC3=CC(=CC=C23)C(=O)O)C=CC1 (1-(3-nitrobenzyl)indoline-5-carboxylic acid), CC1=C(C=CC=C1)S(=O)(=O)N (2-methylbenzene sulphonamide), Cl.CN(CCCN=C=NCC)C (1-(3-dimethylaminopropyl)-3-ethyl-carbodiimide hydrochloride). The reagents and catalysts are CN(C1=CC=NC=C1)C (4-dimethylaminopyridine). The solvent is ClCCl (dichloromethane), ClCCl (dichloromethane). Conditions: time 72 hour. Product: [N+](=O)([O-])C=1C=C(CN2CCC3=CC(=CC=C23)C(=O)NS(=O)(=O)C2=C(C=CC=C2)C)C=CC1 (N-[1-(3-nitrobenzyl)indolin-5-ylcarbonyl]-2-methylbenzene sulphonamide). As a reaction SMILES: [N+:1]([C:4]1[CH:5]=[C:6]([CH:20]=[CH:21][CH:22]=1)[CH2:7][N:8]1[C:16]2[C:11](=[CH:12][C:13]([C:17](O)=[O:18])=[CH:14][CH:15]=2)[CH2:10][CH2:9]1)([O-:3])=[O:2].[CH3:23][C:24]1[CH:29]=[CH:28][CH:27]=[CH:26][C:25]=1[S:30]([NH2:33])(=[O:32])=[O:31].Cl.CN(C)CCCN=C=NCC>CN(C)C1C=CN=CC=1.ClCCl>[N+:1]([C:4]1[CH:5]=[C:6]([CH:20]=[CH:21][CH:22]=1)[CH2:7][N:8]1[C:16]2[C:11](=[CH:12][C:13]([C:17]([NH:33][S:30]([C:25]3[CH:26]=[CH:27][CH:28]=[CH:29][C:24]=3[CH3:23])(=[O:31])=[O:32])=[O:18])=[CH:14][CH:15]=2)[CH2:10][CH2:9]1)([O-:3])=[O:2] |f:2.3|. Procedure details: A mixture of the carboxylic acid (Example 33) (0.5 g), 2-methylbenzene sulphonamide (0.28 g), 1-(3-dimethylaminopropyl)-3-ethyl-carbodiimide hydrochloride (0.37 g) and 4-dimethylaminopyridine (0.05 g) in dichloromethane (6 ml) was stirred at room temperature for 72 hours. The reaction mixture was diluted with dichloromethane and washed with water and brine. The organic phase was dried over anhydrous magnesium sulphate, filtered and evaporated in vacuo. Purification by flash chromatography on sil...